From a dataset of the Open Reaction Database (ORD), a public repository of structured organic reaction records. describe an organic reaction: reactants, conditions, products, and yield Reactants: C(C1=CC=CC=C1)Br (benzyl bromide), Grignard reagent, C(C1=CC=CC=C1)Br (benzyl bromide), ice water, OS(=O)(=O)O (H2SO4), [Mg] (magnesium), C(C1=CC=CC=C1)Br (benzyl bromide), reagent, C1(CCCC1)OC=1C=C(C=O)C=CC1OC (3-cyclopentyloxy-4-methoxybenzaldehyde). The solvent is C(C)OCC (ethyl ether), C(C)OCC (ethyl ether), C(C)OCC (ethyl ether), C(C)OCC (ethyl ether). Conditions: time 1 hour. The product is C1(CCCC1)OC=1C=C(C=CC1OC)C(CC1=CC=CC=C1)O (1-(3-Cyclopentyloxy-4-methoxyphenyl)-2-phenyl ethan-1-ol). Isolated yield 86.6%. RXN SMILES: [Mg].[CH2:2](Br)[C:3]1[CH:8]=[CH:7][CH:6]=[CH:5][CH:4]=1.[CH:10]1([O:15][C:16]2[CH:17]=[C:18]([CH:21]=[CH:22][C:23]=2[O:24][CH3:25])[CH:19]=[O:20])[CH2:14][CH2:13][CH2:12][CH2:11]1.OS(O)(=O)=O>C(OCC)C>[CH:10]1([O:15][C:16]2[CH:17]=[C:18]([CH:19]([OH:20])[CH2:2][C:3]3[CH:8]=[CH:7][CH:6]=[CH:5][CH:4]=3)[CH:21]=[CH:22][C:23]=2[O:24][CH3:25])[CH2:11][CH2:12][CH2:13][CH2:14]1. Reported procedure: To a magnetically-stirred solution of freshly crushed magnesium turnings (36.54 mmol, 0.888 g) in anhydrous ethyl ether (20 mL) at room temperature is added a solution of benzyl bromide (36.54 mmol, 4.35 mL) in anhydrous ethyl ether (15 mL) dropwise via addition funnel. The addition is slow at first; only 2 to 3 mL of reagent is added and the reaction mixture is heated until gas evolution is observed. Dropwise addition of benzyl bromide is begun at this point, and the reaction mixture is diluted...